From a dataset of the Open Reaction Database (ORD), a public repository of structured organic reaction records. describe an organic reaction: reactants, conditions, products, and yield Starting materials: C(=O)(OC(C)(C)C)N1[C@@H](CC[C@H]1COCC1=CC=CC=C1)COC(C1=CC=CC=C1)=O (N-Boc-2-(S)-benzoyloxymethyl-5-(S)-benzyloxymethylpyrrolidine), [OH-].[Na+] (NaOH). The solvent is CO (MeOH). Run at time 4 hour. Yields the product C(=O)(OC(C)(C)C)N1[C@@H](CC[C@H]1CO)COCC1=CC=CC=C1 (N-Boc-5-(S)-hydroxymethyl-2-(S)-benzyloxymethylpyrrolidine). The yield is 91.2%. As a reaction SMILES: [C:1]([N:8]1[C@H:12]([CH2:13][O:14][CH2:15][C:16]2[CH:21]=[CH:20][CH:19]=[CH:18][CH:17]=2)[CH2:11][CH2:10][C@H:9]1[CH2:22][O:23]C(=O)C1C=CC=CC=1)([O:3][C:4]([CH3:7])([CH3:6])[CH3:5])=[O:2].[OH-].[Na+]>CO>[C:1]([N:8]1[C@H:9]([CH2:22][OH:23])[CH2:10][CH2:11][C@H:12]1[CH2:13][O:14][CH2:15][C:16]1[CH:21]=[CH:20][CH:19]=[CH:18][CH:17]=1)([O:3][C:4]([CH3:7])([CH3:6])[CH3:5])=[O:2] |f:1.2|. Reported procedure: To a stirred solution of N-Boc-2-(S)-benzoyloxymethyl-5-(S)-benzyloxymethylpyrrolidine (1.23 g, 2.89 mmol) in MeOH (30 ml) was added NaOH (1.0 M in water, 3.47 ml, 3.47 mmol) at rt, and the resulting mixture was stirred for 4 h. The mixture was neutralized with aq.1N-HCl and concentrated in vacuo, then extracted with CHCl3. The organic layer was washed with brine, drying over anhydrous Na2SO4, then concentrated in vacuo. The residue was chromatographed on silica gel with hexane-EtOAc (3:1) as el... Reactants: C[C@@H]1O[C@@H](CN(C1)CC1=CC=2C=3N(C(NC2N=C1)=O)N=CN3)C (9-(((2S,6R)-2,6-dimethylmorpholino)methyl)pyrido[3,2-e][1,2,4]triazolo[1,5-c]pyrimidin-5(6H)-one), FC(OC1=CC=C(CBr)C=C1)(F)F (4-(trifluoromethoxy)benzyl bromide), C([O-])([O-])=O.[K+].[K+] (potassium carbonate). Solvent: CN(C=O)C (N,N-dimethylformamide). Reaction conditions: temperature 55 celsius. Product: C[C@@H]1O[C@@H](CN(C1)CC1=CC=2C=3N(C(N(C2N=C1)CC1=CC=C(C=C1)OC(F)(F)F)=O)N=CN3)C (9-(((2S,6R)-2,6-dimethylmorpholino)methyl)-6-(4-(trifluoromethoxy)benzyl)pyrido[3,2-e][1,2,4]triazolo[1,5-c]pyrimidin-5(6H)-one). Yield: 74.2%. RXN SMILES: [CH3:1][C@H:2]1[CH2:7][N:6]([CH2:8][C:9]2[CH:18]=[N:17][C:16]3[NH:15][C:14](=[O:19])[N:13]4[N:20]=[CH:21][N:22]=[C:12]4[C:11]=3[CH:10]=2)[CH2:5][C@@H:4]([CH3:23])[O:3]1.[F:24][C:25]([F:36])([F:35])[O:26][C:27]1[CH:34]=[CH:33][C:30]([CH2:31]Br)=[CH:29][CH:28]=1.C(=O)([O-])[O-].[K+].[K+]>CN(C)C=O>[CH3:1][C@H:2]1[CH2:7][N:6]([CH2:8][C:9]2[CH:18]=[N:17][C:16]3[N:15]([CH2:31][C:30]4[CH:33]=[CH:34][C:27]([O:26][C:25]([F:24])([F:35])[F:36])=[CH:28][CH:29]=4)[C:14](=[O:19])[N:13]4[N:20]=[CH:21][N:22]=[C:12]4[C:11]=3[CH:10]=2)[CH2:5][C@@H:4]([CH3:23])[O:3]1 |f:2.3.4|. Procedure details: To a mixture of 9-(((2S,6R)-2,6-dimethylmorpholino)methyl)pyrido[3,2-e][1,2,4]triazolo[1,5-c]pyrimidin-5(6H)-one (50 mg, 0.16 mmol) and 4-(trifluoromethoxy)benzyl bromide (49 mg, 0.19 mmol) in N,N-dimethylformamide (2 ml) was added potassium carbonate (44 mg, 0.32 mmol). The resulting mixture was heated at 55° C. overnight. The crude mixture was filtered then purified directly via reverse phase HPLC to yield 273 (58 mg, 61%) as a white solid.